This data is from the Open Reaction Database (ORD), a public repository of structured organic reaction records. The task is: describe an organic reaction: reactants, conditions, products, and yield Reaction SMILES: [C:43](=[O:44])([O-:45])[O-:46].[CH:9]1([P:10]([CH:11]2[CH2:12][CH2:13][CH2:14][CH2:15][CH2:16]2)[c:17]2[cH:18][cH:19][cH:20][cH:21][c:22]2-[c:23]2[c:24]([CH:25]([CH3:26])[CH3:27])[cH:28][c:29]([CH:30]([CH3:31])[CH3:32])[cH:33][c:34]2[CH:35]([CH3:36])[CH3:37])[CH2:38][CH2:39][CH2:40][CH2:41][CH2:42]1.[Cl:49][c:50]1[n:51][c:52]([S:68][CH2:69][c:70]2[c:71]([F:77])[c:72]([F:76])[cH:73][cH:74][cH:75]2)[n:53][c:54]([O:56][CH2:57][CH:58]2[O:59][C:60]3([O:61][CH2:62]2)[CH2:63][CH2:64][CH2:65][CH2:66][CH2:67]3)[cH:55]1.[Cs+:47].[Cs+:48].[N:1]1([S:5](=[O:6])(=[O:7])[NH2:8])[CH2:2][CH2:3][CH2:4]1.[O:104]=[C:105]([CH:106]=[CH:107][c:108]1[cH:109][cH:110][cH:111][cH:112][cH:113]1)[CH:114]=[CH:115][c:116]1[cH:117][cH:118][cH:119][cH:120][cH:121]1.[O:122]=[C:123]([CH:124]=[CH:125][c:126]1[cH:127][cH:128][cH:129][cH:130][cH:131]1)[CH:132]=[CH:133][c:134]1[cH:135][cH:136][cH:137][cH:138][cH:139]1.[O:78]1[CH2:79][CH2:80][O:81][CH2:82][CH2:83]1.[O:86]=[C:87]([CH:88]=[CH:89][c:90]1[cH:91][cH:92][cH:93][cH:94][cH:95]1)[CH:96]=[CH:97][c:98]1[cH:99][cH:100][cH:101][cH:102][cH:103]1.[Pd:84].[Pd:85]>>[N:1]1([S:5](=[O:6])(=[O:7])[NH:8][c:50]2[n:51][c:52]([S:68][CH2:69][c:70]3[c:71]([F:77])[c:72]([F:76])[cH:73][cH:74][cH:75]3)[n:53][c:54]([O:56][CH2:57][CH:58]3[O:59][C:60]4([O:61][CH2:62]3)[CH2:63][CH2:64][CH2:65][CH2:66][CH2:67]4)[cH:55]2)[CH2:2][CH2:3][CH2:4]1. Yields the product O=S(=O)(Nc1cc(OCC2COC3(CCCCC3)O2)nc(SCc2cccc(F)c2F)n1)N1CCC1. Starting materials: O=C([O-])[O-], CC(C)c1cc(C(C)C)c(-c2ccccc2P(C2CCCCC2)C2CCCCC2)c(C(C)C)c1, Fc1cccc(CSc2nc(Cl)cc(OCC3COC4(CCCCC4)O3)n2)c1F, [Cs+], [Cs+], NS(=O)(=O)N1CCC1, O=C(C=Cc1ccccc1)C=Cc1ccccc1, O=C(C=Cc1ccccc1)C=Cc1ccccc1, C1COCCO1, O=C(C=Cc1ccccc1)C=Cc1ccccc1, [Pd], [Pd]. The product is COC1=NC(=CC(=C1Br)P(C1=CC=CC=C1)C1=CC=CC=C1)OC (2,6-dimethoxy-3-bromo-4-(diphenylphosphino)pyridine). The yield is 94.8%. The reactants are ClP(C1=CC=CC=C1)C1=CC=CC=C1 (chlorodiphenylphosphine), O (water), [Li+].CC(C)[N-]C(C)C (LDA), O(C)C1=NC(=CC=C1Br)OC (2,6-dimethoxyl-3-bromopyridine). Solvent: C1CCOC1 (THF), C1CCOC1 (THF). As a reaction SMILES: [Li+].CC([N-]C(C)C)C.[O:9]([C:11]1[C:16]([Br:17])=[CH:15][CH:14]=[C:13]([O:18][CH3:19])[N:12]=1)[CH3:10].Cl[P:21]([C:28]1[CH:33]=[CH:32][CH:31]=[CH:30][CH:29]=1)[C:22]1[CH:27]=[CH:26][CH:25]=[CH:24][CH:23]=1.O>C1COCC1>[CH3:10][O:9][C:11]1[C:16]([Br:17])=[C:15]([P:21]([C:28]2[CH:29]=[CH:30][CH:31]=[CH:32][CH:33]=2)[C:22]2[CH:27]=[CH:26][CH:25]=[CH:24][CH:23]=2)[CH:14]=[C:13]([O:18][CH3:19])[N:12]=1 |f:0.1|. Procedure: To a magnetically stirred solution of 4.0 mL of approximatly 2.0M LDA solution (in hexane) (7.98 mmol) was added a solution of 2,6-dimethoxyl-3-bromopyridine (3.14 g, 6.14 mmol) in 10 mL of THF at -78° C. over a period 20 minutes while the internal temperature was kept below -78° C. To the resulting red-brown suspension was added a solution of chlorodiphenylphosphine (1.20 mL, 6.75 mmol) in the 10 mL of THF at -78° C. The reaction mixture was allowed to warm to ambient temperature overnight and ... Reactants: [O-][I+3]([O-])([O-])[O-], [Na+], C1COCCO1, O, O=C(O)CCCCCCC1=C(C=Cc2ccccc2)C(O)CC1=O. The product is O=CC1=C(CCCCCCC(=O)O)C(=O)CC1O. RXN SMILES: [I+3:25]([O-:26])([O-:27])([O-:28])[O-:29].[Na+:30].[O:32]1[CH2:33][CH2:34][O:35][CH2:36][CH2:37]1.[OH2:31].[OH:1][CH:2]1[C:3]([CH:17]=[CH:18][c:19]2[cH:20][cH:21][cH:22][cH:23][cH:24]2)=[C:4]([CH2:8][CH2:9][CH2:10][CH2:11][CH2:12][CH2:13][C:14](=[O:15])[OH:16])[C:5](=[O:7])[CH2:6]1>>[OH:1][CH:2]1[C:3]([CH:17]=[O:26])=[C:4]([CH2:8][CH2:9][CH2:10][CH2:11][CH2:12][CH2:13][C:14](=[O:15])[OH:16])[C:5](=[O:7])[CH2:6]1. The reactants are C(CCCCC=C)=O (hept-6-enal), [C-]#N.[Na+] (sodium cyanide). Run in C(C)(=O)OCC (ethyl acetate), O (water). Run at time 24 hour. Yields the product OC(C#N)CCCCC=C (2-hydroxyoct-7-enenitrile). RXN SMILES: [CH:1](=[O:8])[CH2:2][CH2:3][CH2:4][CH2:5][CH:6]=[CH2:7].[C-:9]#[N:10].[Na+]>C(OCC)(=O)C.O>[OH:8][CH:1]([CH2:2][CH2:3][CH2:4][CH2:5][CH:6]=[CH2:7])[C:9]#[N:10] |f:1.2|. Procedure details: Pyridinium chlorochromate (19.26 g, 0.088 mol) was added to a solution of hept-6-en-1-ol (5.0 g, 0.044 mol) and dichloromethane (600 mL). The resulting mixture was stirred at room temperature for 2 h, then diluted with diethyl ether, filtered through silica gel and concentrated in vacuo below room temperature to yield hept-6-enal as an oil, which was used in the next step without further purification. To a solution of hept-6-enal (4.9 g, 0.044 mol) in ethyl acetate (36 mL) was added a solution o... Starting materials: Cn1nccc1-c1cc(C(=O)O)cs1, CCN(C(C)C)C(C)C, ClC(Cl)Cl, CC(C)(c1ccccc1)C(N)CN1C(=O)c2ccccc2C1=O. Yields the product Cn1nccc1-c1cc(C(=O)NC(CN2C(=O)c3ccccc3C2=O)C(C)(C)c2ccccc2)cs1. Reaction SMILES: [CH3:1][n:2]1[n:3][cH:4][cH:5][c:6]1-[c:7]1[cH:8][c:9]([C:12](=[O:13])[OH:14])[cH:10][s:11]1.[CH:38]([N:39]([CH:40]([CH3:41])[CH3:42])[CH2:43][CH3:44])([CH3:45])[CH3:46].[Cl:47][CH:48]([Cl:49])[Cl:50].[NH2:15][CH:16]([CH2:17][N:18]1[C:19](=[O:28])[c:20]2[cH:21][cH:22][cH:23][cH:24][c:25]2[C:26]1=[O:27])[C:29]([CH3:30])([c:31]1[cH:32][cH:33][cH:34][cH:35][cH:36]1)[CH3:37]>>[CH3:1][n:2]1[n:3][cH:4][cH:5][c:6]1-[c:7]1[cH:8][c:9]([C:12](=[O:14])[NH:15][CH:16]([CH2:17][N:18]2[C:19](=[O:28])[c:20]3[cH:21][cH:22][cH:23][cH:24][c:25]3[C:26]2=[O:27])[C:29]([CH3:30])([c:31]2[cH:32][cH:33][cH:34][cH:35][cH:36]2)[CH3:37])[cH:10][s:11]1. Reactants: Cc1nc(-n2ccc(O)cc2=O)sc1C(=O)NCc1ccc(F)c(F)c1, CI. Product: COc1ccn(-c2nc(C)c(C(=O)NCc3ccc(F)c(F)c3)s2)c(=O)c1. As a reaction SMILES: [F:3][c:4]1[cH:5][c:6]([CH2:7][NH:8][C:9](=[O:10])[c:11]2[c:12]([CH3:24])[n:13][c:14](-[n:16]3[c:17](=[O:23])[cH:18][c:19]([OH:22])[cH:20][cH:21]3)[s:15]2)[cH:25][cH:26][c:27]1[F:28].[I:1][CH3:2]>>[CH3:2][O:22][c:19]1[cH:18][c:17](=[O:23])[n:16](-[c:14]2[n:13][c:12]([CH3:24])[c:11]([C:9]([NH:8][CH2:7][c:6]3[cH:5][c:4]([F:3])[c:27]([F:28])[cH:26][cH:25]3)=[O:10])[s:15]2)[cH:21][cH:20]1. The reactants are ClC1=NC=C(C(=N1)N([C@H](C)C(=O)OC)C1CCC2(OCCO2)CC1)[N+](=O)[O-] (methyl N-(2-chloro-5-nitropyrimidin-4-yl)-N-1,4-dioxaspiro[4.5]dec-8-yl-D-alaninate). Run in O1CCOCC1 (dioxane). The product is ClC1=NC=C(C(=N1)N([C@H](C)C(=O)OC)C1CCC(CC1)=O)[N+](=O)[O-] (methyl N-(2-chloro-5-nitropyrimidin-4-yl)-N-(4-oxocyclohexyl)-D-alaninate). Isolated yield 66.0%. Reaction SMILES: [Cl:1][C:2]1[N:7]=[C:6]([N:8]([CH:15]2[CH2:24][CH2:23][C:18]3(OCC[O:19]3)[CH2:17][CH2:16]2)[C@@H:9]([C:11]([O:13][CH3:14])=[O:12])[CH3:10])[C:5]([N+:25]([O-:27])=[O:26])=[CH:4][N:3]=1>O1CCOCC1>[Cl:1][C:2]1[N:7]=[C:6]([N:8]([CH:15]2[CH2:24][CH2:23][C:18](=[O:19])[CH2:17][CH2:16]2)[C@@H:9]([C:11]([O:13][CH3:14])=[O:12])[CH3:10])[C:5]([N+:25]([O-:27])=[O:26])=[CH:4][N:3]=1. Reported procedure: A stirred solution of methyl N-(2-chloro-5-nitropyrimidin-4-yl)-N-1,4-dioxaspiro[4.5]dec-8-yl-D-alaninate (17 g, 42.5 mmol) in dioxane (450 mL, contains 1M HCl) was heated to reflux for 16 h. The bulk of solvent was then removed under reduced pressure, the crude material was neutralized with aq. NaHCO3, and extracted with ethyl acetate (300 mL×3). Organic layers were combined, dried over sodium sulfate, and evaporated to give the crude material, which was then purified by silica gel column chrom...